From a dataset of the Open Reaction Database (ORD), a public repository of structured organic reaction records. describe an organic reaction: reactants, conditions, products, and yield Starting materials: O=C([O-])O, Cc1ccccc1, O=Cc1ccc(C=O)cc1, [Na+], O, OCCO, Cc1ccc(S(=O)(=O)O)cc1. Yields the product O=Cc1ccc(C2OCCO2)cc1. RXN SMILES: [C:26](=[O:27])([OH:28])[O-:29].[CH3:32][c:33]1[cH:34][cH:35][cH:36][cH:37][cH:38]1.[CH:1]([c:2]1[cH:3][cH:4][c:5]([CH:6]=[O:7])[cH:8][cH:9]1)=[O:10].[Na+:30].[OH2:31].[OH:11][CH2:12][CH2:13][OH:14].[c:15]1([CH3:16])[cH:17][cH:18][c:19]([S:20]([OH:21])(=[O:22])=[O:23])[cH:24][cH:25]1>>[CH:1]1([c:2]2[cH:3][cH:4][c:5]([CH:6]=[O:7])[cH:8][cH:9]2)[O:10][CH2:13][CH2:12][O:11]1. Reactants: CC(N)Cc1cccs1, CCOC=O. The product is CC(Cc1cccs1)NC=O. RXN SMILES: [CH3:1][CH:2]([CH2:3][c:4]1[s:5][cH:6][cH:7][cH:8]1)[NH2:9].[CH:10](=[O:11])[O:12][CH2:13][CH3:14]>>[CH3:1][CH:2]([CH2:3][c:4]1[s:5][cH:6][cH:7][cH:8]1)[NH:9][CH:10]=[O:11]. Starting materials: CC=1N=C(SC1)NC1=NC=CC(=C1)OC=1C=C(C(=O)OC)C=CC1 (methyl 3-(2-(4-methylthiazol-2-ylamino)pyridin-4-yloxy)benzoate), [OH-].[Na+] (NaOH). The solvent is CO (methanol). Conditions: temperature 60 celsius, time 3 hour. The product is CC=1N=C(SC1)NC1=NC=CC(=C1)OC=1C=C(C(=O)O)C=CC1 (3-(2-(4-methylthiazol-2-ylamino)pyridin-4-yloxy)benzoic acid). Yield: 78.2%. As a reaction SMILES: [CH3:1][C:2]1[N:3]=[C:4]([NH:7][C:8]2[CH:13]=[C:12]([O:14][C:15]3[CH:16]=[C:17]([CH:22]=[CH:23][CH:24]=3)[C:18]([O:20]C)=[O:19])[CH:11]=[CH:10][N:9]=2)[S:5][CH:6]=1.[OH-].[Na+]>CO>[CH3:1][C:2]1[N:3]=[C:4]([NH:7][C:8]2[CH:13]=[C:12]([O:14][C:15]3[CH:16]=[C:17]([CH:22]=[CH:23][CH:24]=3)[C:18]([OH:20])=[O:19])[CH:11]=[CH:10][N:9]=2)[S:5][CH:6]=1 |f:1.2|. Procedure: A 250 mL round bottom flask was charged with methyl 3-(2-(4-methylthiazol-2-ylamino)pyridin-4-yloxy)benzoate (2.0 g, 5.859 mmol) and methanol (100 mL) was added. To this solution was added 1M NaOH (30 mL). The reaction mixture was heated at 60° C. with stirring for 3 hours. The reaction mixture was cooled and concentrated. To the residue was added 1% HCl and 0.5 mL 6N HCl. The solution was filtered and the residue was collected to give 3-(2-(4-methylthiazol-2-ylamino)pyridin-4-yloxy)benzoic acid... Reactants: C1(=CC=CC=C1)P(=O)(ON)C1=CC=CC=C1 (O-diphenylphosphinylhydroxylamine), NN1C(=NC=C1)C1=CC=CC=C1 (1-amino-2-phenylimidazole), ClCCl (dichloromethane), C1(=CC=CC=C1)P(=O)(ON)C1=CC=CC=C1 (O-diphenylphosphinylhydroxylamine). Reaction conditions: time 1 day. Yields the product [Cl-].N[N+]1=C(N(C=C1)N)C1=CC=CC=C1 (1,3-diamino-2-phenylimidazolium chloride). Reaction SMILES: C1(P(C2C=CC=CC=2)(O[NH2:10])=O)C=CC=CC=1.[NH2:17][N:18]1[CH:22]=[CH:21][N:20]=[C:19]1[C:23]1[CH:28]=[CH:27][CH:26]=[CH:25][CH:24]=1.[Cl:29]CCl>>[Cl-:29].[NH2:17][N+:18]1[CH:22]=[CH:21][N:20]([NH2:10])[C:19]=1[C:23]1[CH:28]=[CH:27][CH:26]=[CH:25][CH:24]=1 |f:3.4|. Procedure: 43.8 g of O-diphenylphosphinylhydroxylamine are added to 30.1 g of 1-amino-2-phenylimidazole in 2000 ml of dichloromethane. After stirring at room temperature for 3 days an additional 21.9 g of O-diphenylphosphinylhydroxylamine are added. After one day, the mixture is filtered and the filter material is washed four times with 150 ml of dichloromethane each time. The residue is placed on a column loaded with 700 ml of ion-exchanger Amberlite IRA 400 (chloride), whereupon elution is carried out wi...